From a dataset of the Open Reaction Database (ORD), a public repository of structured organic reaction records. describe an organic reaction: reactants, conditions, products, and yield The reactants are solution, C(CCC)[Li] (n-butyllithium), CCCCCC (hexane), ClC=1C=C(C=C(C1)Cl)C (3,5-dichlorotoluene), C1=C(C=CC2=CC=CC=C12)C(=O)Cl (2-naphthoyl chloride). Solvent: O1CCCC1 (tetrahydrofuran), O1CCCC1 (tetrahydrofuran). Run at temperature -60 celsius, time 30 minute. Product: C1=C(C=CC2=CC=CC=C12)C(=O)C1=C(C=C(C=C1Cl)C)Cl (4-(2-Naphthoyl)-3,5-dichlorotoluene). Isolated yield 35.0%. RXN SMILES: [Cl:1][C:2]1[CH:3]=[C:4]([CH3:9])[CH:5]=[C:6]([Cl:8])[CH:7]=1.C([Li])CCC.CCCCCC.[CH:21]1[C:30]2[C:25](=[CH:26][CH:27]=[CH:28][CH:29]=2)[CH:24]=[CH:23][C:22]=1[C:31](Cl)=[O:32]>O1CCCC1>[CH:21]1[C:30]2[C:25](=[CH:26][CH:27]=[CH:28][CH:29]=2)[CH:24]=[CH:23][C:22]=1[C:31]([C:7]1[C:2]([Cl:1])=[CH:3][C:4]([CH3:9])=[CH:5][C:6]=1[Cl:8])=[O:32]. Procedure details: To a cold (-60° C.) stirred solution of 3,5-dichlorotoluene (2.5 g, 15.5 mmol) in 30 ml of dry tetrahydrofuran under a nitrogen atmosphere, a 2.6 M solution of n-butyllithium in hexane (6.3 ml, 16.3 mmol) was added slowly over 15 minutes. The reaction mixture was stirred for an additional 30 minutes at -60° C. and then treated dropwise with a solution of 2-naphthoyl chloride (2.95 g, 15.5 mmol) in 15 ml of dry tetrahydrofuran over 15 minutes. The reaction mixture was stirred for 4 hours at -60° ... The reactants are crude product, CO (methanol), NN=CNC=1SC=C(N1)CSCCN=COCC (ethyl N-[2-[[[2-[(aminoimino-methyl)amino]-4-thiazolyl]methyl]thio]ethyl]formimidate), C1(=CC=C(C=C1)S(=O)(=O)N)C (p-toluensulfonamide). The product is C=1(C(=CC=CC1)S(=O)(=O)NC=NCCSCC=1N=C(SC1)NC=NN)C (N-toluen-sulphonyl-N'-[2-[[[2-[(aminoiminomethyl)amino]-4-thiazolyl]methyl]thio]ethyl]formamidine). Reaction SMILES: [NH2:1][N:2]=[CH:3][NH:4][C:5]1[S:6][CH:7]=[C:8]([CH2:10][S:11][CH2:12][CH2:13][N:14]=[CH:15]OCC)[N:9]=1.[C:19]1(C)[CH:24]=[CH:23][C:22]([S:25]([NH2:28])(=[O:27])=[O:26])=[CH:21][CH:20]=1.[CH3:30]O>>[C:21]1([CH3:30])[C:22]([S:25]([NH:28][CH:15]=[N:14][CH2:13][CH2:12][S:11][CH2:10][C:8]2[N:9]=[C:5]([NH:4][CH:3]=[N:2][NH2:1])[S:6][CH:7]=2)(=[O:26])=[O:27])=[CH:23][CH:24]=[CH:19][CH:20]=1. Procedure details: To the crude product composed by ethyl N-[2-[[[2-[(aminoimino-methyl)amino]-4-thiazolyl]methyl]thio]ethyl]formimidate, 5.6 g of p-toluensulfonamide in 50 ml of methanol are dropwise added under stirring and at room temperature. The mixture is kept under stirring for 1 hour at room temperature, the solvent is removed by distillation under reduced pressure, and the obtained residue is purified by 60-silicagel column chromatography. 9.8 g of N-toluen-sulphonyl-N'-[2-[[[2-[(aminoiminomethyl)amino]-4... Reactants: C(C)C(CC/C=C(\C)/C1=CC=C(S1)COC=1C=C(C(C(=O)OC)=CC1)C(=O)OC)(CC)O[Si](CC)(CC)CC (dimethyl 4-[5-((E)-5-ethyl-1-methyl-5-triethylsilanyloxyhept-1-enyl)-2-thienylmethoxy]phthalate), [F-].C(CCC)[N+](CCCC)(CCCC)CCCC (tetrabutylammonium fluoride). The solvent is C1CCOC1 (THF). Run at temperature 60 celsius. The product is C(C)C(CC/C=C(\C)/C1=CC=C(S1)COC=1C=C(C(C(=O)OC)=CC1)C(=O)OC)(CC)O (Dimethyl 4-[5-((E)-5-Ethyl-5-hydroxy-1-methylhept-1-enyl)-2-thienylmethoxy]phthalate). As a reaction SMILES: [CH2:1]([C:3]([O:32][Si](CC)(CC)CC)([CH2:30][CH3:31])[CH2:4][CH2:5]/[CH:6]=[C:7](/[C:9]1[S:13][C:12]([CH2:14][O:15][C:16]2[CH:17]=[C:18]([C:26]([O:28][CH3:29])=[O:27])[C:19](=[CH:24][CH:25]=2)[C:20]([O:22][CH3:23])=[O:21])=[CH:11][CH:10]=1)\[CH3:8])[CH3:2].[F-].C([N+](CCCC)(CCCC)CCCC)CCC>C1COCC1>[CH2:1]([C:3]([OH:32])([CH2:30][CH3:31])[CH2:4][CH2:5]/[CH:6]=[C:7](/[C:9]1[S:13][C:12]([CH2:14][O:15][C:16]2[CH:17]=[C:18]([C:26]([O:28][CH3:29])=[O:27])[C:19](=[CH:24][CH:25]=2)[C:20]([O:22][CH3:23])=[O:21])=[CH:11][CH:10]=1)\[CH3:8])[CH3:2] |f:1.2|. Reported procedure: 750 mg (1.3 mmol) of dimethyl 4-[5-((E)-5-ethyl-1-methyl-5-triethylsilanyloxyhept-1-enyl)-2-thienylmethoxy]phthalate are dissolved in 30 mL of THF. 2.6 mL (2.6 mmol) of a 1.0 M tetrabutylammonium fluoride solution are added and the reaction medium is heated at 60° C. for 3 hours. After treatment with ammonium chloride solution and extraction with ethyl acetate, the organic phases are combined, dried and concentrated under reduced pressure. The residue is purified by chromatography on a column of... Starting materials: ClN1C(CCC1=O)=O (N-chlorosuccinimide), C=1(C(=CC=CC1)S)C (o-Toluenethiol). Run in C1=CC=CC=C1 (benzene), C1=CC=CC=C1 (benzene). Conditions: time 16 hour. The product is C=1(C(=CC=CC1)SCl)C (o-toluenesulfenyl chloride). Isolated yield 87.1%. RXN SMILES: [Cl:1]N1C(=O)CCC1=O.[C:9]1([CH3:16])[C:10]([SH:15])=[CH:11][CH:12]=[CH:13][CH:14]=1>C1C=CC=CC=1>[C:9]1([CH3:16])[C:10]([S:15][Cl:1])=[CH:11][CH:12]=[CH:13][CH:14]=1. Procedure details: N-chlorosuccinimide (5.34 g., 40 mmoles) was slurried in 50 ml. of benzene and cooled in an ice-water bath. o-Toluenethiol (4.96 g., 40 mmoles) in 50 ml. of benzene was added dropwise over 15 minutes. The reaction was warmed to room temperature and stirred for approximately 16 hours. The reaction mixture was filtered and o-toluenesulfenyl chloride (5.53 g.) obtained as an oil by evaporation in vacuo. Reactants: ClC1=CC=C(C=C1)C1=CC=C(C=C1)C(CCC(=O)O)=NO (4-(4′-chloro-biphenyl-4-yl)-4-hydroxyimino-butyric acid), O.CC1=CC=C(C=C1)S(=O)(=O)O ((4-methylphenyl)sulfonic acid monohydrate). Run in C1(=CC=CC=C1)C (toluene), ClCCl (dichloromethane). Product: ClC1=CC=C(C=C1)C1=CC=C(C=C1)C1=NOC(CC1)=O (3-(4′-chloro-biphenyl-4-yl)-4,5-dihydro-6-oxo-6H-1,2-oxazine). Isolated yield 31.5%. RXN SMILES: [Cl:1][C:2]1[CH:7]=[CH:6][C:5]([C:8]2[CH:13]=[CH:12][C:11]([C:14](=[N:20][OH:21])[CH2:15][CH2:16][C:17]([OH:19])=O)=[CH:10][CH:9]=2)=[CH:4][CH:3]=1.O.CC1C=CC(S(O)(=O)=O)=CC=1>C1(C)C=CC=CC=1.ClCCl>[Cl:1][C:2]1[CH:3]=[CH:4][C:5]([C:8]2[CH:9]=[CH:10][C:11]([C:14]3[CH2:15][CH2:16][C:17](=[O:19])[O:21][N:20]=3)=[CH:12][CH:13]=2)=[CH:6][CH:7]=1 |f:1.2|. Procedure: A stirred suspension of 4-(4′-chloro-biphenyl-4-yl)-4-hydroxyimino-butyric acid (2.126 g, 0.00700 mol) and (4-methylphenyl)sulfonic acid monohydrate (0.067 g, 0.00035 mol) in toluene (22 mL) was heated under nitrogen at reflux over a Dean-Stark trap for 7 hours, and allowed to cool. The volatiles were rotary evaporated. The residue was dissolved/suspended in dichloromethane and chromatographed on silica gel (221 g, 230-400 mesh), eluting with dichloromethane (20×200 mL) to give 0.63 g of 3-(4′-c...